This data is from the Open Reaction Database (ORD), a public repository of structured organic reaction records. The task is: describe an organic reaction: reactants, conditions, products, and yield Starting materials: N1(CCOCC1)CC1=CC=C(C=C1)C=1C(=C(C=CC1)COC1CN(C1)C(=O)NC(C)(C)C)C(F)(F)F (3-[4-(morpholin-4-ylmethyl)phenyl-2-(trifluoromethyl)phenyl]methoxy-N-(tert-butyl)azetidine-1-carboxamide), ClCC1=CC=C(C=C1)C=1C(=C(C=CC1)COC1CN(C1)C(=O)NC(C)(C)C)C(F)(F)F (3-[4-(chloromethyl)phenyl-2-(trifluoromethyl)phenyl]methoxy-N-(tert-butyl)azetidine-1-carboxamide), CN1CCNCC1 (N-methylpiperazine). Product: CN1CCN(CC1)CC1=CC=C(C=C1)C=1C(=C(C=CC1)COC1CN(C1)C(=O)NC(C)(C)C)C(F)(F)F (3-[4-(4-methyl-piperazin-1-ylmethyl)phenyl-2-(trifluoromethyl)phenyl]methoxy-N-(tert-butyl)azetidine-1-carboxamide). The yield is 67.0%. As a reaction SMILES: [N:1]1([CH2:7][C:8]2[CH:13]=[CH:12][C:11]([C:14]3[C:15]([C:33]([F:36])([F:35])[F:34])=[C:16]([CH2:20][O:21][CH:22]4[CH2:25][N:24]([C:26]([NH:28][C:29]([CH3:32])([CH3:31])[CH3:30])=[O:27])[CH2:23]4)[CH:17]=[CH:18][CH:19]=3)=[CH:10][CH:9]=2)[CH2:6][CH2:5]O[CH2:3][CH2:2]1.ClCC1C=CC(C2C(C(F)(F)F)=C(COC3C[N:55](C(NC(C)(C)C)=O)[CH2:54]3)C=CC=2)=CC=1.CN1CCNCC1>>[CH3:54][N:55]1[CH2:3][CH2:2][N:1]([CH2:7][C:8]2[CH:9]=[CH:10][C:11]([C:14]3[C:15]([C:33]([F:35])([F:34])[F:36])=[C:16]([CH2:20][O:21][CH:22]4[CH2:23][N:24]([C:26]([NH:28][C:29]([CH3:31])([CH3:30])[CH3:32])=[O:27])[CH2:25]4)[CH:17]=[CH:18][CH:19]=3)=[CH:12][CH:13]=2)[CH2:6][CH2:5]1. Reported procedure: 3-[4-(4-methyl-piperazin-1-ylmethyl)phenyl-2-(trifluoromethyl)phenyl]methoxy-N-(tert-butyl)azetidine-1-carboxamide (211) was prepared using the procedure given in Example 146 for compound 196, starting from compound 195 and N-methylpiperazine. Purification through an SCX-2 cartridge afforded the title compound as a white solid (32 mg, 67% yield). Starting materials: CCOCCO, COc1ccc2c(Cl)c(C#N)cnc2c1, Nc1ccc2[nH]ccc2c1. The product is COc1ccc2c(Nc3ccc4[nH]ccc4c3)c(C#N)cnc2c1. Reaction SMILES: [CH3:26][CH2:27][O:28][CH2:29][CH2:30][OH:31].[Cl:1][c:2]1[c:3]([C:14]#[N:15])[cH:4][n:5][c:6]2[cH:7][c:8]([O:12][CH3:13])[cH:9][cH:10][c:11]12.[NH2:16][c:17]1[cH:18][c:19]2[cH:20][cH:21][nH:22][c:23]2[cH:24][cH:25]1>>[c:2]1([NH:16][c:17]2[cH:18][c:19]3[cH:20][cH:21][nH:22][c:23]3[cH:24][cH:25]2)[c:3]([C:14]#[N:15])[cH:4][n:5][c:6]2[cH:7][c:8]([O:12][CH3:13])[cH:9][cH:10][c:11]12. Reactants: CC(C)([O-])C.[K+] (Potassium tert-Butoxide), C(CC)P(=O)(CCC)C1=CC=C(C=C1)N (4-(Dipropylphosphoryl)benzenamine), ClC1=C2N=CN(C2=NC(=N1)I)C1OCCCC1 (6-Chloro-2-iodo-9-(tetrahydro-2H-pyran-2-yl)-9H-purine). Run in C1CCOC1 (THF). Conditions: temperature -10 celsius, time 30 minute. The product is C(CC)P(=O)(CCC)C1=CC=C(C=C1)NC1=C2N=CN(C2=NC(=N1)I)C1OCCCC1 (N-(4-(Dipropylphosphoryl)phenyl)-2-iodo-9-(tetrahydro-2H-pyran-2-yl)-9H-purin-6-amine). Reaction SMILES: CC(C)([O-])C.[K+].[CH2:7]([P:10]([C:15]1[CH:20]=[CH:19][C:18]([NH2:21])=[CH:17][CH:16]=1)([CH2:12][CH2:13][CH3:14])=[O:11])[CH2:8][CH3:9].Cl[C:23]1[N:31]=[C:30]([I:32])[N:29]=[C:28]2[C:24]=1[N:25]=[CH:26][N:27]2[CH:33]1[CH2:38][CH2:37][CH2:36][CH2:35][O:34]1>C1COCC1>[CH2:7]([P:10]([C:15]1[CH:16]=[CH:17][C:18]([NH:21][C:23]2[N:31]=[C:30]([I:32])[N:29]=[C:28]3[C:24]=2[N:25]=[CH:26][N:27]3[CH:33]2[CH2:38][CH2:37][CH2:36][CH2:35][O:34]2)=[CH:19][CH:20]=1)([CH2:12][CH2:13][CH3:14])=[O:11])[CH2:8][CH3:9] |f:0.1|. Reported procedure: Potassium tert-Butoxide (0.19 g, 1.65 mmol) was suspended in 4.5 mL anhydrous THF under nitrogen and cooled to −10° C. in an ice-salt bath. 4-(Dipropylphosphoryl)benzenamine (0.12 g, 0.55 mmol) was added to the suspension and the mixture was stirred at −10° C. for 30 min. 6-Chloro-2-iodo-9-(tetrahydro-2H-pyran-2-yl)-9H-purine (Tetrahedron 2002, 58, 7911-7923, 0.18 mg, 0.5 mmol) was then added to the reaction mixture and the content was warmed to room temperature and stirred over night. The react...